From a dataset of the Open Reaction Database (ORD), a public repository of structured organic reaction records. describe an organic reaction: reactants, conditions, products, and yield Starting materials: CC(C)(C#CC1=CC(=CC=C1)[N+](=O)[O-])O (2-methyl-4-(3-nitrophenyl)-3-butyn-2-ol), cobalt polysulfide, [H][H] (hydrogen). Solvent: C(C)(C)O (isopropanol). The product is CC(C)(C#CC1=CC(=CC=C1)N)O (2-methyl-4-(3-aminophenyl)-3-butyn-2-ol). Isolated yield 76.7%. Reaction SMILES: [CH3:1][C:2]([OH:15])([C:4]#[C:5][C:6]1[CH:11]=[CH:10][CH:9]=[C:8]([N+:12]([O-])=O)[CH:7]=1)[CH3:3].[H][H]>C(O)(C)C>[CH3:3][C:2]([OH:15])([C:4]#[C:5][C:6]1[CH:11]=[CH:10][CH:9]=[C:8]([NH2:12])[CH:7]=1)[CH3:1]. Reported procedure: 20 grams of 2-methyl-4-(3-nitrophenyl)-3-butyn-2-ol in 250 grams of isopropanol was hydrogenated in the presence of a cobalt polysulfide paste prepared as above for 1.25 hours at 110° C. and 1000 psig (6.9 MPa) of hydrogen pressure. After filtration, and evaporation of the solvent, the residue was crystallized from toluene to give 13.1 grams (77% yield, recovered) of 2-methyl-4-(3-aminophenyl)-3-butyn-2-ol, melting point 117° to 120° C. Starting materials: COc1cc(OC)cc(C(=O)O)c1, NCC1C2CC2CN1C(=O)c1nc(N)sc1-c1cccc(F)c1. Yields the product COc1cc(OC)cc(C(=O)NCC2C3CC3CN2C(=O)c2nc(N)sc2-c2cccc(F)c2)c1. RXN SMILES: [CH3:24][O:25][c:26]1[cH:27][c:28]([C:29](=[O:30])[OH:31])[cH:32][c:33]([O:35][CH3:36])[cH:34]1.[NH2:1][c:2]1[s:3][c:4](-[c:17]2[cH:18][c:19]([F:23])[cH:20][cH:21][cH:22]2)[c:5]([C:7](=[O:8])[N:9]2[CH:10]([CH2:15][NH2:16])[CH:11]3[CH2:12][CH:13]3[CH2:14]2)[n:6]1>>[NH2:1][c:2]1[s:3][c:4](-[c:17]2[cH:18][c:19]([F:23])[cH:20][cH:21][cH:22]2)[c:5]([C:7](=[O:8])[N:9]2[CH:10]([CH2:15][NH:16][C:29]([c:28]3[cH:27][c:26]([O:25][CH3:24])[cH:34][c:33]([O:35][CH3:36])[cH:32]3)=[O:30])[CH:11]3[CH2:12][CH:13]3[CH2:14]2)[n:6]1. Reactants: CC1=C(C=CC=C1)NCC=1C=NC=CC1 (3-(2-methylphenylaminomethyl)pyridine), C([O-])([O-])=O.[K+].[K+] (potassium carbonate), CS(=O)(=O)Cl (methanesulfonyl chloride). Solvent: ClCCl (dichloromethane). Reaction conditions: time 3 day. The product is CC1=C(C=CC=C1)N(S(=O)(=O)C)CC=1C=NC=CC1 (N-(2-methylphenyl)-N-(pyridin-3-ylmethyl)methanesulfonamide). As a reaction SMILES: [CH3:1][C:2]1[CH:7]=[CH:6][CH:5]=[CH:4][C:3]=1[NH:8][CH2:9][C:10]1[CH:11]=[N:12][CH:13]=[CH:14][CH:15]=1.C(=O)([O-])[O-].[K+].[K+].[CH3:22][S:23](Cl)(=[O:25])=[O:24]>ClCCl>[CH3:1][C:2]1[CH:7]=[CH:6][CH:5]=[CH:4][C:3]=1[N:8]([CH2:9][C:10]1[CH:11]=[N:12][CH:13]=[CH:14][CH:15]=1)[S:23]([CH3:22])(=[O:25])=[O:24] |f:1.2.3|. Procedure: A 10 g. portion of 3-(2-methylphenylaminomethyl)pyridine was dissolved in 100 ml. of dichloromethane, and 10 g. of potassium carbonate and 8 g. of methanesulfonyl chloride were added. The mixture was stirred at ambient temperature for 3 days, and was then diluted with 200 ml. of dichloromethane and extracted twice with 100 ml. portions of water. The organic phase was dried over magnesium sulfate and evaporated to an oil, which was chromatographed over silica gel with 1:4 acetone:toluene. The pro... Conditions: temperature 0 celsius, time 5 hour. Procedure: To a cooled (0° C.) stirred solution of (4-chloro-2-methyl-1H-pyrrolo[2,3-b]pyridin-3-yl)-acetic acid methyl ester (0.1 g, 0.42 mmol) in dry DMF (2.5 ml) is added sodium hydride (0.019 g of a 60% dispersion in mineral oil, 0.47 mmol). After stirring at room temperature for 5 hours, the reaction mixture is re-cooled to 0° C. and treated with 4-methylsulfonylbenzyl bromide (0.105 g, 0.42 mmol). The resulting mixture is stirred and allowed to warm to room temperature overnight. The reaction mixture... The product is ClC1=C2C(=NC=C1)N(C(=C2CC(=O)O)C)CC2=CC=C(C=C2)S(=O)(=O)C ([4-Chloro-1-(4-methanesulfonyl-benzyl)-2-methyl-1H-pyrrolo[2,3-b]pyridin-3-yl]-acetic acid). RXN SMILES: C[O:2][C:3](=[O:16])[CH2:4][C:5]1[C:13]2[C:8](=[N:9][CH:10]=[CH:11][C:12]=2[Cl:14])[NH:7][C:6]=1[CH3:15].[H-].[Na+].[CH3:19][S:20]([C:23]1[CH:30]=[CH:29][C:26]([CH2:27]Br)=[CH:25][CH:24]=1)(=[O:22])=[O:21]>CN(C=O)C.O>[Cl:14][C:12]1[CH:11]=[CH:10][N:9]=[C:8]2[N:7]([CH2:27][C:26]3[CH:25]=[CH:24][C:23]([S:20]([CH3:19])(=[O:22])=[O:21])=[CH:30][CH:29]=3)[C:6]([CH3:15])=[C:5]([CH2:4][C:3]([OH:2])=[O:16])[C:13]=12 |f:1.2|. The reactants are [H-].[Na+] (sodium hydride), COC(CC1=C(NC2=NC=CC(=C21)Cl)C)=O ((4-chloro-2-methyl-1H-pyrrolo[2,3-b]pyridin-3-yl)-acetic acid methyl ester), CS(=O)(=O)C1=CC=C(CBr)C=C1 (4-methylsulfonylbenzyl bromide). Solvent: O (water), CN(C)C=O (DMF). The reactants are O=C([O-])[O-], O=Cc1ccc(B(O)O)o1, O=c1[nH]cnc2ccc(I)cc12, [Na+], [Na+], CC(=O)[O-], CC(=O)[O-], C1COCCO1, [Pd+2]. Yields the product O=Cc1ccc(-c2ccc3nc[nH]c(=O)c3c2)o1. Reaction SMILES: [C:1](=[O:2])([O-:3])[O-:4].[CH:19](=[O:20])[c:21]1[cH:22][cH:23][c:24]([B:26]([OH:27])[OH:28])[o:25]1.[I:7][c:8]1[cH:9][c:10]2[c:11](=[O:18])[nH:12][cH:13][n:14][c:15]2[cH:16][cH:17]1.[Na+:5].[Na+:6].[O-:30][C:31]([CH3:32])=[O:33].[O-:34][C:35]([CH3:36])=[O:37].[O:38]1[CH2:39][CH2:40][O:41][CH2:42][CH2:43]1.[Pd+2:29]>>[c:8]1(-[c:24]2[cH:23][cH:22][c:21]([CH:19]=[O:20])[o:25]2)[cH:9][c:10]2[c:11](=[O:18])[nH:12][cH:13][n:14][c:15]2[cH:16][cH:17]1. Reactants: N#N (N2), COC(C1=CC=C(C=C1)NC(CCC1=CC(=C(C(=C1)OC)OC)OC)=O)=O (4-[3-(3,4,5-Trimethoxy-phenyl)-propionylamino]-benzoic acid methyl ester), [Cl-].[Na+].O.CCOC(=O)C (brine EtOAc), B(Br)(Br)Br (BBr3). Solvent: C(Cl)Cl (DCM), CO (MeOH). Reaction conditions: temperature -78 celsius, time 30 minute. Product: OC=1C=C(C=C(C1O)O)CCC(=O)NC1=CC=C(C(=O)O)C=C1 (4-[3-(3,4,5-Trihydroxy-phenyl)-propionylamino]-benzoic acid). The yield is 44.6%. Reaction SMILES: N#N.C[O:4][C:5](=[O:29])[C:6]1[CH:11]=[CH:10][C:9]([NH:12][C:13](=[O:28])[CH2:14][CH2:15][C:16]2[CH:21]=[C:20]([O:22]C)[C:19]([O:24]C)=[C:18]([O:26]C)[CH:17]=2)=[CH:8][CH:7]=1.B(Br)(Br)Br.[Cl-].[Na+].O.CCOC(C)=O>C(Cl)Cl.CO>[OH:22][C:20]1[CH:21]=[C:16]([CH2:15][CH2:14][C:13]([NH:12][C:9]2[CH:10]=[CH:11][C:6]([C:5]([OH:29])=[O:4])=[CH:7][CH:8]=2)=[O:28])[CH:17]=[C:18]([OH:26])[C:19]=1[OH:24] |f:3.4.5.6|. Reported procedure: (The following reaction is done in an anhydrous N2 atmosphere.) Dissolve 4-[3-(3,4,5-Trimethoxy-phenyl)-propionylamino]-benzoic acid methyl ester (78) (45 mg, 0.12 mmol) in anhydrous DCM (1.2 mL), cool the solution to −78° C. and add dropwise BBr3 (90 μL, 0.96 mmol). Stir the reaction mixture for 30 min at −78° C. and after slowly warming up for additional 3 h at rt. Add dropwise ice-water/THF (1+1) followed by MeOH and remove solvent. Purify the crude product by preparative RP HPLC (gradient, w... Starting materials: CS(=O)(=O)c1cccc(C(=O)O)c1, NCC(O)CN1CCC(Oc2ccc(Cl)c(Cl)c2)CC1. Product: CS(=O)(=O)c1cccc(C(=O)NCC(O)CN2CCC(Oc3ccc(Cl)c(Cl)c3)CC2)c1. Reaction SMILES: [CH3:21][S:22](=[O:23])(=[O:24])[c:25]1[cH:26][c:27]([C:28](=[O:29])[OH:30])[cH:31][cH:32][cH:33]1.[NH2:1][CH2:2][CH:3]([CH2:4][N:5]1[CH2:6][CH2:7][CH:8]([O:11][c:12]2[cH:13][c:14]([Cl:19])[c:15]([Cl:18])[cH:16][cH:17]2)[CH2:9][CH2:10]1)[OH:20]>>[NH:1]([CH2:2][CH:3]([CH2:4][N:5]1[CH2:6][CH2:7][CH:8]([O:11][c:12]2[cH:13][c:14]([Cl:19])[c:15]([Cl:18])[cH:16][cH:17]2)[CH2:9][CH2:10]1)[OH:20])[C:28]([c:27]1[cH:26][c:25]([S:22]([CH3:21])(=[O:23])=[O:24])[cH:33][cH:32][cH:31]1)=[O:29]. The reactants are [BH4-].[Na+] (sodium borohydride), C(C)(=O)C=1C(=CC(=C(C(=O)OC)C1)OC)OC (methyl 5-acetyl-2,4-dimethoxybenzoate), Cl (hydrochloric acid). The solvent is CO (methanol). Run at time 10 minute. The product is COC1=C(C(=O)OC)C=C(C(=C1)OC)C(C)O (methyl 2,4-dimethoxy-5-(1-hydroxy)ethylbenzoate). RXN SMILES: [C:1]([C:4]1[C:5]([O:16][CH3:17])=[CH:6][C:7]([O:14][CH3:15])=[C:8]([CH:13]=1)[C:9]([O:11][CH3:12])=[O:10])(=[O:3])[CH3:2].[BH4-].[Na+].Cl>CO>[CH3:15][O:14][C:7]1[CH:6]=[C:5]([O:16][CH3:17])[C:4]([CH:1]([OH:3])[CH3:2])=[CH:13][C:8]=1[C:9]([O:11][CH3:12])=[O:10] |f:1.2|. Reported procedure: A 1.00 g portion of methyl 5-acetyl-2,4-dimethoxybenzoate was dissolved in 10 ml of methanol, and 0.24 g of sodium borohydride was added in small portions. After 10 minutes of stirring at room temperature, 1N hydrochloric acid aqueous solution was added thereto, and the thus precipitated product of interest was collected by filtration, washed with water and then dried under a reduced pressure to give 0.90 g of methyl 2,4-dimethoxy-5-(1-hydroxy)ethylbenzoate.